This data is from the Open Reaction Database (ORD), a public repository of structured organic reaction records. The task is: describe an organic reaction: reactants, conditions, products, and yield Reactants: Fc1ccccc1CBr, [H-], [Na+], CN(C)C=O, Nc1nc(-c2ccco2)c2cn[nH]c2n1. Product: Nc1nc(-c2ccco2)c2cnn(Cc3ccccc3F)c2n1. As a reaction SMILES: [F:18][c:19]1[c:20]([CH2:21][Br:22])[cH:23][cH:24][cH:25][cH:26]1.[H-:17].[Na+:16].[O:27]=[CH:28][N:29]([CH3:30])[CH3:31].[o:1]1[c:2](-[c:6]2[c:7]3[c:8]([n:9][c:10]([NH2:12])[n:11]2)[nH:13][n:14][cH:15]3)[cH:3][cH:4][cH:5]1>>[o:1]1[c:2](-[c:6]2[c:7]3[c:8]([n:9][c:10]([NH2:12])[n:11]2)[n:13]([CH2:21][c:20]2[c:19]([F:18])[cH:26][cH:25][cH:24][cH:23]2)[n:14][cH:15]3)[cH:3][cH:4][cH:5]1.